From a dataset of the Open Reaction Database (ORD), a public repository of structured organic reaction records. describe an organic reaction: reactants, conditions, products, and yield Starting materials: N[C@@H]1COC2=C(C1)C(=CC=C2C)N2CCN(CC2)C ((S)-3-amino-8-methyl5-(4-methylpiperazin-1-yl)-3,4-dihydro-2H-1-benzopyran), CN(C(=O)C1=CC=C(C(=O)O)C=C1)C (4-(Dimethylaminocarbonyl)benzoic acid), C(=O)(N1C=NC=C1)N1C=NC=C1 (1,1'-carbonyidiimidazole). Run in CN(C=O)C (N,N-dimethylformamide), CN(C=O)C (N,N-dimethylformamide). Reaction conditions: temperature 75 celsius, time 1.5 hour. The product is N (NH3), CC1=CC=C(C=2C[C@@H](COC21)NC(C2=CC=C(C=C2)C(=O)N(C)C)=O)N2CCN(CC2)C ((S)-N-[8-Methyl-5-(4-methyl-piperazin-1-yl)-3,4-dihydro-2H-1-benzopyran-3-yl]-4-(dimethylaminocarbonyl)benzamide). The yield is 48.0%. RXN SMILES: [CH3:1][N:2]([CH3:14])[C:3]([C:5]1[CH:13]=[CH:12][C:8]([C:9]([OH:11])=O)=[CH:7][CH:6]=1)=[O:4].C(N1C=CN=C1)(N1C=CN=C1)=O.[NH2:27][C@H:28]1[CH2:33][C:32]2[C:34]([N:39]3[CH2:44][CH2:43][N:42]([CH3:45])[CH2:41][CH2:40]3)=[CH:35][CH:36]=[C:37]([CH3:38])[C:31]=2[O:30][CH2:29]1>CN(C)C=O>[NH3:2].[CH3:38][C:37]1[C:31]2[O:30][CH2:29][C@@H:28]([NH:27][C:9](=[O:11])[C:8]3[CH:7]=[CH:6][C:5]([C:3]([N:2]([CH3:1])[CH3:14])=[O:4])=[CH:13][CH:12]=3)[CH2:33][C:32]=2[C:34]([N:39]2[CH2:40][CH2:41][N:42]([CH3:45])[CH2:43][CH2:44]2)=[CH:35][CH:36]=1. Reported procedure: 4-(Dimethylaminocarbonyl)benzoic acid/Jurewicz, A. T; U.S. Pat. No. 3,607,918 1971) (38 mg 0.20 mmol) and 1,1'-carbonyidiimidazole (34 mg, 0.21 rnmol) were dissolved in dry N,N-dimethylformamide (4 mL) and stirred at 75° C. for 1.5 h. The reaction mixture was cooled to room temperature and a solution of (S)-3-amino-8-methyl5-(4-methylpiperazin-1-yl)-3,4-dihydro-2H-1-benzopyran (49 mg 0,19 mmol) in dry N,N-dimethylformamide (5mL) was added. The reaction mixture was stirred at 50° C. for 14 h and ... Starting materials: [F-].[K+] (potassium fluoride), C(C)(C)(C)C=1C(C(C=C(C1)C(C)(C)C)=O)=O (3,5-di-tert-butyl-1,2-benzoquinone), C(C)(=O)O (acetic acid), C(C)[Si](C(F)(F)F)(CC)CC (triethyltrifloromethylsilane). Solvent: C(C)#N (acetonitrile). Reaction conditions: time 15 minute. The product is C(C)(C)(C)C1=CC(C(C(=C1)C(C)(C)C)=O)(C(F)(F)F)O (4,6-di-tert-butyl-2-hydroxy-2-trifluoromethyl-3,5-cyclohexadiene-one). The yield is 15.5%. As a reaction SMILES: [F-].[K+].[C:3]([C:7]1[C:8](=[O:18])[C:9](=[O:17])[CH:10]=[C:11]([C:13]([CH3:16])([CH3:15])[CH3:14])[CH:12]=1)([CH3:6])([CH3:5])[CH3:4].C(O)(=O)C.C([Si](CC)(CC)[C:26]([F:29])([F:28])[F:27])C>C(#N)C>[C:13]([C:11]1[CH:12]=[C:7]([C:3]([CH3:6])([CH3:4])[CH3:5])[C:8](=[O:18])[C:9]([OH:17])([C:26]([F:29])([F:28])[F:27])[CH:10]=1)([CH3:16])([CH3:15])[CH3:14] |f:0.1|. Reported procedure: A mixture of 100 mg (1.7 mmol) of potassium fluoride, 132 mg (0.60 mmol) of 3,5-di-tert-butyl-1,2-benzoquinone, and 2 mL of acetonitrile was treated successively with 40 μL (0.70 mmol) of glacal acetic acid and 129 mg (0.70 mmol) of triethyltrifloromethylsilane, and stirred vigorously at room temperature for 15 minutes. The mixture was filtered and the filter cake was washed with dichloromethane. Concentration of the combined filtrates afforded a residue which was purified by PTLC (one 2 mm sili... Reactants: C(C)(=O)N1C=NC=C1 (1-acetylimidazole), CC(C)(C)NCC(COC1=C(C=CC=C1)C#C)O (1-[(1,1-dimethylethyl)amino]-3-(2-ethynylphenoxy)-2-propanol). Run in C1CCOC1 (THF). Reaction conditions: time 1 hour. Product: C(C)(=O)OC(CNC(C)(C)C)COC1=C(C=CC=C1)C#C (1-[(1,1-Dimethylethyl)amino]-3-(2-ethynylphenoxy)-2-propanol Acetate). Reaction SMILES: [C:1](N1C=CN=C1)(=[O:3])[CH3:2].[CH3:9][C:10]([NH:13][CH2:14][CH:15]([OH:26])[CH2:16][O:17][C:18]1[CH:23]=[CH:22][CH:21]=[CH:20][C:19]=1[C:24]#[CH:25])([CH3:12])[CH3:11]>C1COCC1>[C:1]([O:26][CH:15]([CH2:16][O:17][C:18]1[CH:23]=[CH:22][CH:21]=[CH:20][C:19]=1[C:24]#[CH:25])[CH2:14][NH:13][C:10]([CH3:9])([CH3:11])[CH3:12])(=[O:3])[CH3:2]. Reported procedure: A 4.8 g (42.8 mmole) sample of 1-acetylimidazole was added to a solution of 5.14 g (20.8 mmole) of 1-[(1,1-dimethylethyl)amino]-3-(2-ethynylphenoxy)-2-propanol in 28 ml THF. The mixture was stirred under N2 for one hour. The mixture was partitioned between water and ether. The ether layer was washed with brine, dried (K2CO3) and the solvent evaporated in vacuo to give the title compound as an oil, 6.14 g. Starting materials: O=C([O-])O, C=CCBr, CCOC(C)=O, CN(C)C=O, Cl, O=[N+]([O-])c1ccc2c(c1)N1CCNC(C2)C1, [Na+]. The product is C=CCN1CCN2CC1Cc1ccc([N+](=O)[O-])cc12. RXN SMILES: [C:21](=[O:22])([OH:23])[O-:24].[CH2:17]([CH:18]=[CH2:19])[Br:20].[CH3:27][CH2:28][O:29][C:30](=[O:31])[CH3:32].[CH3:33][N:34]([CH3:35])[CH:36]=[O:37].[ClH:26].[N+:1](=[O:2])([O-:3])[c:4]1[cH:5][c:6]2[c:7]([cH:15][cH:16]1)[CH2:8][CH:9]1[NH:10][CH2:11][CH2:12][N:13]2[CH2:14]1.[Na+:25]>>[N+:1](=[O:2])([O-:3])[c:4]1[cH:5][c:6]2[c:7]([cH:15][cH:16]1)[CH2:8][CH:9]1[N:10]([CH2:19][CH:18]=[CH2:17])[CH2:11][CH2:12][N:13]2[CH2:14]1.